From a dataset of the Open Reaction Database (ORD), a public repository of structured organic reaction records. describe an organic reaction: reactants, conditions, products, and yield The reactants are NC=1C=CC(=C(C1)[C@]1(N=C(OC[C@]1(C)F)N)C)F ((4R,5R)-4-(5-amino-2-fluoro-phenyl)-5-fluoro-4,5-dimethyl-5,6-dihydro-4H-[1,3]oxazin-2-ylamine), FC1(C(C1)C(=O)O)F (2,2-difluoro-cyclopropanecarboxylic acid). Yields the product NC=1OC[C@]([C@@](N1)(C)C=1C=C(C=CC1F)NC(=O)C1C(C1)(F)F)(C)F (2,2-Difluoro-cyclopropanecarboxylic acid [3-((4R,5R)-2-amino-5-fluoro-4,5-dimethyl-5,6-dihydro-4H-[1,3]oxazin-4-yl)-4-fluoro-phenyl]-amide). RXN SMILES: [NH2:1][C:2]1[CH:3]=[CH:4][C:5]([F:18])=[C:6]([C@:8]2([CH3:17])[C@:13]([F:15])([CH3:14])[CH2:12][O:11][C:10]([NH2:16])=[N:9]2)[CH:7]=1.[F:19][C:20]1([F:26])[CH2:22][CH:21]1[C:23](O)=[O:24]>>[NH2:16][C:10]1[O:11][CH2:12][C@@:13]([F:15])([CH3:14])[C@:8]([C:6]2[CH:7]=[C:2]([NH:1][C:23]([CH:21]3[CH2:22][C:20]3([F:26])[F:19])=[O:24])[CH:3]=[CH:4][C:5]=2[F:18])([CH3:17])[N:9]=1. Procedure details: The condensation of (4R,5R)-4-(5-amino-2-fluoro-phenyl)-5-fluoro-4,5-dimethyl-5,6-dihydro-4H-[1,3]oxazin-2-ylamine (A8.3) and 2,2-difluoro-cyclopropanecarboxylic acid (CAS 107873-03-0) following procedure I yielded the title compound as a white solid. MS (ISP): m/z=360.3 [M+H]+. The reactants are COC=1C(=CC=CC1)N (o-anisidine), BrCCCC (1-bromobutane), C(=O)([O-])[O-].[K+].[K+] (K2CO3). Run in CN(C)C=O (DMF). Yields the product C(CCC)NC=1C(OC)=CC=CC1 (N-butyl-2-anisidine). The yield is 53.6%. RXN SMILES: [CH3:1][O:2][C:3]1[C:4]([NH2:9])=[CH:5][CH:6]=[CH:7][CH:8]=1.Br[CH2:11][CH2:12][CH2:13][CH3:14].C([O-])([O-])=O.[K+].[K+]>CN(C=O)C>[CH2:11]([NH:9][C:4]1[C:3](=[CH:8][CH:7]=[CH:6][CH:5]=1)[O:2][CH3:1])[CH2:12][CH2:13][CH3:14] |f:2.3.4|. Reported procedure: A suspension of 6.2 g (50 mmol) o-anisidine M10, 7.5 g (55 mmiol) 1-bromobutane M17, 7.6 g (55 mmol) K2CO3 and 0.91 g (5.5 mmol) KI in 25 ml DMF was heated at 95° C. for 24 hours. DMF was evaporated and the residue was dissolved in 100 ml CHCl3 and 100 ml saturated NaCl. The organic layer was dried over Na2SO4. The solvent was evaporated to give 9.4 g crude oil. This oil was purified by a plug packed with 45 g silica gel 100 using cyclohexane as eluant, wherein 4.8 g pure product were obtained (... Reactants: C(CC(O)(C(=O)O)CC(=O)O)(=O)O (citric acid), C(#N)C1(CN=C(S1)C=1NC2=C(C=CC=C2C1)N(S(=O)(=O)C=1SC=CC1)C)C (N-[2-(5-cyano-5-methyl-4,5-dihydro-1,3-thiazol-2-yl)-1H-indol-7-yl]-N-methylthiophene-2-sulfonamide), [OH-].[Na+] (sodium hydroxide), O1CCCC1 (tetrahydrofuran). The solvent is C(C)O (ethanol). Run at time 8 hour. Product: CC1(CN=C(S1)C=1NC2=C(C=CC=C2C1)N(S(=O)(=O)C=1SC=CC1)C)C(=O)N (5-methyl-2-{7-[methyl(2-thienylsulfonyl)amino]-1H-indol-2-yl}-4,5-dihydro-1,3-thiazole-5-carboxamide). Yield: 74.0%. RXN SMILES: [C:1]([C:3]1([CH3:27])[S:7][C:6]([C:8]2[NH:9][C:10]3[C:15]([CH:16]=2)=[CH:14][CH:13]=[CH:12][C:11]=3[N:17]([CH3:26])[S:18]([C:21]2[S:22][CH:23]=[CH:24][CH:25]=2)(=[O:20])=[O:19])=[N:5][CH2:4]1)#[N:2].[OH-].[Na+].[O:30]1CCCC1.C(O)(=O)CC(CC(O)=O)(C(O)=O)O>C(O)C>[CH3:27][C:3]1([C:1]([NH2:2])=[O:30])[S:7][C:6]([C:8]2[NH:9][C:10]3[C:15]([CH:16]=2)=[CH:14][CH:13]=[CH:12][C:11]=3[N:17]([CH3:26])[S:18]([C:21]2[S:22][CH:23]=[CH:24][CH:25]=2)(=[O:20])=[O:19])=[N:5][CH2:4]1 |f:1.2|. Reported procedure: A mixture of N-[2-(5-cyano-5-methyl-4,5-dihydro-1,3-thiazol-2-yl)-1H-indol-7-yl]-N-methylthiophene-2-sulfonamide (0.38 g), 2N aqueous sodium hydroxide solution (0.90 mL), tetrahydrofuran (4 mL) and ethanol (4 mL) was heated under reflux for 4 hr. 10% Aqueous citric acid solution was added to the reaction mixture, and the mixture was extracted with ethyl acetate. The ethyl acetate layer was washed with saturated brine, dried (MgSO4), and concentrated. A mixture of the obtained residue, 1H-1,2,3-b... Reactants: CCCCCCCCCCCCCCOc1ccc(CN(C(C)=O)c2cccc(CBr)c2)cc1, CC#N, Cc1ccncc1C. Product: [Br-], CCCCCCCCCCCCCCOc1ccc(CN(C(C)=O)c2cccc(C[n+]3ccc(C)c(C)c3)c2)cc1. As a reaction SMILES: [Br:1][CH2:2][c:3]1[cH:4][c:5]([N:9]([C:10]([CH3:11])=[O:12])[CH2:13][c:14]2[cH:15][cH:16][c:17]([O:20][CH2:21][CH2:22][CH2:23][CH2:24][CH2:25][CH2:26][CH2:27][CH2:28][CH2:29][CH2:30][CH2:31][CH2:32][CH2:33][CH3:34])[cH:18][cH:19]2)[cH:6][cH:7][cH:8]1.[CH3:43][C:44]#[N:45].[n:35]1[cH:36][c:37]([CH3:42])[c:38]([CH3:41])[cH:39][cH:40]1>>[Br-:1].[CH2:2]([c:3]1[cH:4][c:5]([N:9]([C:10]([CH3:11])=[O:12])[CH2:13][c:14]2[cH:15][cH:16][c:17]([O:20][CH2:21][CH2:22][CH2:23][CH2:24][CH2:25][CH2:26][CH2:27][CH2:28][CH2:29][CH2:30][CH2:31][CH2:32][CH2:33][CH3:34])[cH:18][cH:19]2)[cH:6][cH:7][cH:8]1)[n+:35]1[cH:36][c:37]([CH3:42])[c:38]([CH3:41])[cH:39][cH:40]1. The solvent is C1(=CC=CC=C1)C (toluene). Yields the product C(C)OC(\C=C(/C)\NC1=C(C=CC(=C1)F)F)=O ((E)-3-(2,5-difluoro-phenylamino)-but-2-enoic acid ethyl ester). Starting materials: FC1=C(N)C=C(C=C1)F (2,5-difluoroaniline), C(CC(=O)C)(=O)OCC (ethyl acetoacetate), C(C)(=O)O (acetic acid). Reported procedure: A mixture of 2,5-difluoroaniline (7.5 ml) and ethyl acetoacetate (9.6 ml) were combined in toluene (15 ml) containing acetic acid (1.5 ml). The mixture was boiled under Dean-Stark azeotrope conditions, cooled and solvent removed at reduced pressure to give crude (E)-3-(2,5-difluoro-phenylamino)-but-2-enoic acid ethyl ester (16.17 g). (E)-3-(2,5-Difluoro-phenylamino)-but-2-enoic acid ethyl ester (2 g) was refluxed in Dowtherm-A (40 ml) for 3 h. After cooling the Dowtherm was diluted with pentane ... Reaction SMILES: [F:1][C:2]1[CH:8]=[CH:7][C:6]([F:9])=[CH:5][C:3]=1[NH2:4].[C:10]([O:16][CH2:17][CH3:18])(=[O:15])[CH2:11][C:12]([CH3:14])=O.C(O)(=O)C>C1(C)C=CC=CC=1>[CH2:17]([O:16][C:10](=[O:15])/[CH:11]=[C:12](/[NH:4][C:3]1[CH:5]=[C:6]([F:9])[CH:7]=[CH:8][C:2]=1[F:1])\[CH3:14])[CH3:18].